Dataset: the Open Reaction Database (ORD), a public repository of structured organic reaction records. Task: describe an organic reaction: reactants, conditions, products, and yield Reactants: solution, [OH-].[Na+] (sodium hydroxide), C(C=C)[C@H](CCC(=O)OC)CCCCOCC1=CC=CC=C1 (methyl 4(S)-allyl-8-(benzyloxy)octanoate), solution, C1(CCCCCCCB1)C1CCCCCCCC1 (9-borabicyclononane), tetrakis-triphenylphosphine palladium, P(=O)([O-])([O-])[O-].[K+].[K+].[K+] (potassium phosphate), OO (hydrogen peroxide), BrC=1C=NC=CC1 (3-bromopyridine). The solvent is O1CCCC1 (tetrahydrofuran), O1CCCC1 (tetrahydrofuran), O1CCCC1 (tetrahydrofurane), CCOCC (ether). Run at time 18 hour. Yields the product N1=CC(=CC=C1)CCC[C@@H](CCC(=O)OC)CCCCOCC1=CC=CC=C1 (methyl 4(R)-[3-(3-pyridyl)propyl]-8-(benzyloxy)octanoate). Reaction SMILES: [CH2:1]([C@@H:4]([CH2:11][CH2:12][CH2:13][CH2:14][O:15][CH2:16][C:17]1[CH:22]=[CH:21][CH:20]=[CH:19][CH:18]=1)[CH2:5][CH2:6][C:7]([O:9][CH3:10])=[O:8])[CH:2]=[CH2:3].C1(C2CCCCCCCC2)BCCCCCCC1.P([O-])([O-])([O-])=O.[K+].[K+].[K+].Br[C:50]1[CH:51]=[N:52][CH:53]=[CH:54][CH:55]=1.[OH-].[Na+].OO>O1CCCC1.CCOCC>[N:52]1[CH:53]=[CH:54][CH:55]=[C:50]([CH2:3][CH2:2][CH2:1][C@H:4]([CH2:11][CH2:12][CH2:13][CH2:14][O:15][CH2:16][C:17]2[CH:18]=[CH:19][CH:20]=[CH:21][CH:22]=2)[CH2:5][CH2:6][C:7]([O:9][CH3:10])=[O:8])[CH:51]=1 |f:2.3.4.5,7.8|. Reported procedure: To a solution of methyl 4(S)-allyl-8-(benzyloxy)octanoate (2.4 g, 7.9 mmol) in dry tetrahydrofuran (20 ml) under nitrogen is added a 0.5 M solution of 9-borabicyclononane in tetrahydrofuran (23.6 ml, 11.8 mmol) and the mixture is allowed to stir at room temperature for 18 hours. The reaction mixture is added to a solution of tetrakis-triphenylphosphine palladium (O) (0.13 g, 0.11 mmole as catalyst) and potassium phosphate (5.36 g, 23.3 mmole in tetrahydrofurane (4 ml). Then 3-bromopyridine (1.2 ...